From a dataset of the Open Reaction Database (ORD), a public repository of structured organic reaction records. describe an organic reaction: reactants, conditions, products, and yield The reactants are BrC1=CC=C(C=C1)C1(CCC1)O (1-(4-bromophenyl)-cyclobutanol), [H-].[Na+] (NaH), CI (methyl iodide). Solvent: CN(C)C=O (DMF), CN(C)C=O (DMF). Conditions: temperature 0 celsius, time 30 minute. The product is BrC1=CC=C(C=C1)C1(CCC1)OC (1-bromo-4-(1-methoxycyclobutyl)-benzene). The yield is 74.5%. RXN SMILES: [H-].[Na+].[Br:3][C:4]1[CH:9]=[CH:8][C:7]([C:10]2([OH:14])[CH2:13][CH2:12][CH2:11]2)=[CH:6][CH:5]=1.[CH3:15]I>CN(C=O)C>[Br:3][C:4]1[CH:5]=[CH:6][C:7]([C:10]2([O:14][CH3:15])[CH2:13][CH2:12][CH2:11]2)=[CH:8][CH:9]=1 |f:0.1|. Procedure: To a suspension of NaH (24 mg, ˜55% dispersion in oil, 0.53 mmol) in DMF (2 ml) at 0° C. was added a solution of 1-(4-bromophenyl)-cyclobutanol (100 mg, 0.44 mmol) in DMF (2 ml). The mixture was stirred at 0° C. for 30 min and then methyl iodide (41 μl, 0.66 mmol) was added. The reaction mixture was then warmed up to rt and stirring was continued overnight. The mixture was quenched with water and extracted with ether. The organic phase was washed with water and brine, dried (MgSO4), filtered, an... Reactants: C(C)(C)(C)OC(=O)N[C@H](C(/C=C/C1=C(C=C(C=C1)NC(OC)=O)[N+](=O)[O-])=O)CC=C (Methyl (4-((1E,4S)-4-((tert-butoxycarbonyl)amino)-3-oxohepta-1,6-dien-1-yl)-3-nitrophenyl)carbamate), [Br-].C(C)OC(C[N+]1=CC=CC=C1)=O (1-(2-ethoxy-2-oxoethyl)pyridinium bromide), C(C)(=O)[O-].[NH4+] (ammonium acetate). Solvent: CCO (EtOH). Reaction conditions: temperature 75 celsius, time 15 minute. The product is C(C)(C)(C)OC(=O)NC(CC=C)C1=CC(=CC(N1)=O)C1=C(C=C(C=C1)NC(OC)=O)[N+](=O)[O-] (Methyl (4-(6-(1-((tert-butoxycarbonyl)amino)but-3-en-1-yl)-2-oxo-1,2-dihydropyridin-4-yl)-3-nitrophenyl)carbamate). Yield: 67.1%. Reaction SMILES: [C:1]([O:5][C:6]([NH:8][C@@H:9]([CH2:28][CH:29]=[CH2:30])[C:10](=O)/[CH:11]=[CH:12]/[C:13]1[CH:18]=[CH:17][C:16]([NH:19][C:20](=[O:23])[O:21][CH3:22])=[CH:15][C:14]=1[N+:24]([O-:26])=[O:25])=[O:7])([CH3:4])([CH3:3])[CH3:2].[Br-].C(O[C:35](=[O:43])[CH2:36][N+]1C=CC=CC=1)C.C([O-])(=O)C.[NH4+:48]>CCO>[C:1]([O:5][C:6]([NH:8][CH:9]([C:10]1[NH:48][C:35](=[O:43])[CH:36]=[C:12]([C:13]2[CH:18]=[CH:17][C:16]([NH:19][C:20](=[O:23])[O:21][CH3:22])=[CH:15][C:14]=2[N+:24]([O-:26])=[O:25])[CH:11]=1)[CH2:28][CH:29]=[CH2:30])=[O:7])([CH3:4])([CH3:3])[CH3:2] |f:1.2,3.4|. Procedure details: To a solution of 5F (3.0 g, 7.15 mmol) and 1-(2-ethoxy-2-oxoethyl)pyridinium bromide (1.189 g, 7.15 mmol) in EtOH (130 mL), was added ammonium acetate (11.03 g, 143 mmol) portion wise. After 15 min, the mixture was stirred at 75° C. The reaction mixture was then concentrated and dissolved in EtOAc. The organic layer was then washed with 1.0 N HCl, H2O, saturated sodium bicarbonate solution and finally by brine. The organic phase was dried over sodium sulfate, filtered and concentrated to yield a... The reactants are C1(=CC=CC=C1)OC1=C(C=C(C=C1)N)Cl (4-amino-2-chlorophenyl phenyl ether), Cl.ClC1=NC=NC2=CC(=C(C=C12)OC)OC (4-chloro-6,7-dimethoxyquinazoline hydrochloride). Product: Cl.ClC=1C=C(NC2=NC=NC3=CC(=C(C=C23)OC)OC)C=CC1OC1=CC=CC=C1 (4-(3-chloro-4-phenoxyanilino)-6,7-dimethoxyquinazoline hydrochloride salt). Isolated yield 56.0%. Reaction SMILES: [C:1]1([O:7][C:8]2[CH:13]=[CH:12][C:11]([NH2:14])=[CH:10][C:9]=2[Cl:15])[CH:6]=[CH:5][CH:4]=[CH:3][CH:2]=1.Cl.Cl[C:18]1[C:27]2[C:22](=[CH:23][C:24]([O:30][CH3:31])=[C:25]([O:28][CH3:29])[CH:26]=2)[N:21]=[CH:20][N:19]=1>>[ClH:15].[Cl:15][C:9]1[CH:10]=[C:11]([CH:12]=[CH:13][C:8]=1[O:7][C:1]1[CH:6]=[CH:5][CH:4]=[CH:3][CH:2]=1)[NH:14][C:18]1[C:27]2[C:22](=[CH:23][C:24]([O:30][CH3:31])=[C:25]([O:28][CH3:29])[CH:26]=2)[N:21]=[CH:20][N:19]=1 |f:1.2,3.4|. Reported procedure: Using an analogous procedure to that described in Example 1 except that the reaction mixture was heated to reflux for 16 hours, 4-amino-2-chlorophenyl phenyl ether was reacted with 4-chloro-6,7-dimethoxyquinazoline hydrochloride to give 4-(3-chloro-4-phenoxyanilino)-6,7-dimethoxyquinazoline hydrochloride salt in 56% Yield, m.p. 260°-265° C.; Starting materials: ClC1=CC=C(C=C1)C=1N=C2N(C=CC(=C2)C)C1CC(=O)O (2-(4-chlorophenyl)-7-methylimidazo[1,2-a]pyridine-3-acetic acid), N1=CC(=CC=C1)CNCC (N-(3-pyridinylmethyl)ethylamine). Yields the product Cl.C(C)N(C(CC1=C(N=C2N1C=CC(=C2)C)C2=CC=C(C=C2)Cl)=O)CC=2C=NC=CC2 (N-ethyl-N-(3-pyridinylmethyl)-2-(4-chlorophenyl)-7-methylimidazo[1,2-a]pyridine-3-acetamide.hydrochloride). Isolated yield 69.5%. RXN SMILES: [Cl:1][C:2]1[CH:7]=[CH:6][C:5]([C:8]2[N:9]=[C:10]3[CH:15]=[C:14]([CH3:16])[CH:13]=[CH:12][N:11]3[C:17]=2[CH2:18][C:19](O)=[O:20])=[CH:4][CH:3]=1.[N:22]1[CH:27]=[CH:26][CH:25]=[C:24]([CH2:28][NH:29][CH2:30][CH3:31])[CH:23]=1>>[ClH:1].[CH2:30]([N:29]([CH2:28][C:24]1[CH:23]=[N:22][CH:27]=[CH:26][CH:25]=1)[C:19](=[O:20])[CH2:18][C:17]1[N:11]2[CH:12]=[CH:13][C:14]([CH3:16])=[CH:15][C:10]2=[N:9][C:8]=1[C:5]1[CH:4]=[CH:3][C:2]([Cl:1])=[CH:7][CH:6]=1)[CH3:31] |f:2.3|. Procedure details: According to the method of Example 14, 2-(4-chlorophenyl)-7-methylimidazo[1,2-a]pyridine-3-acetic acid and N-(3-pyridinylmethyl)ethylamine were used as raw materials for synthesis, to obtain light yellow solid powder, yield 69.5%. m.p. 236-238° C., ESI-MS m/z: 420[M+H]+, 1H NMR(D2O, 400 MHz)δ: 0.95(t, 0.7H, J=7.00 Hz), 1.11(t, 2.3H, J=7.00 Hz), 2.39(s, 2.3H), 2.40(s, 0.7H), 3.27(q, 0.5H, J=7.00 Hz), 3.48(q, 1.5H, J=7.00 Hz), 4.13(s, 0.5H), 4.32(s, 1.5H), 4.60(s, 1.5H), 4.71(s, 0.5H), 7.15-7.22(m... The reactants are [Li]CCCC, C1CCOC1, COP(C)(=O)OC, CC(=O)O, CCCCCC, COC(=O)c1ccccc1Cl, O. Yields the product COP(=O)(CC(=O)c1ccccc1Cl)OC. RXN SMILES: [CH2:1]([Li:2])[CH2:3][CH2:4][CH3:5].[CH2:30]1[O:31][CH2:32][CH2:33][CH2:34]1.[CH3:12][P:13]([O:14][CH3:15])([O:16][CH3:17])=[O:18].[CH3:35][C:36](=[O:37])[OH:38].[CH3:6][CH2:7][CH2:8][CH2:9][CH2:10][CH3:11].[Cl:19][c:20]1[c:21]([C:22](=[O:23])[O:24][CH3:25])[cH:26][cH:27][cH:28][cH:29]1.[OH2:39]>>[CH2:12]([P:13]([O:14][CH3:15])([O:16][CH3:17])=[O:18])[C:22]([c:21]1[c:20]([Cl:19])[cH:29][cH:28][cH:27][cH:26]1)=[O:23]. The reactants are CC(O)C(Cc1ccccc1)NC(=O)OC(C)(C)C, C1COCCO1. Product: CC(O)C(N)Cc1ccccc1. Reaction SMILES: [CH2:1]([c:2]1[cH:3][cH:4][cH:5][cH:6][cH:7]1)[CH:8]([CH:9]([CH3:10])[OH:11])[NH:12][C:13](=[O:14])[O:15][C:16]([CH3:17])([CH3:18])[CH3:19].[O:20]1[CH2:21][CH2:22][O:23][CH2:24][CH2:25]1>>[CH2:1]([c:2]1[cH:3][cH:4][cH:5][cH:6][cH:7]1)[CH:8]([CH:9]([CH3:10])[OH:11])[NH2:12]. Starting materials: IC1=CC2=C(NCC(N2)=O)N=C1 (7-Iodo-3,4-dihydro-1H-pyrido[2,3-b]pyrazin-2-one), ClC1=C(CBr)C(=CC=C1F)F (2-chloro-3,6-difluorobenzyl bromide). Product: ClC1=C(CN2C3=C(NCC2=O)N=CC(=C3)I)C(=CC=C1F)F (1-(2-Chloro-3,6-difluorobenzyl)-7-iodo-3,4-dihydro-1H-pyrido[2,3-b]pyrazin-2-one), solid. The yield is 63.0%. As a reaction SMILES: [I:1][C:2]1[CH:12]=[N:11][C:5]2[NH:6][CH2:7][C:8](=[O:10])[NH:9][C:4]=2[CH:3]=1.[Cl:13][C:14]1[C:21]([F:22])=[CH:20][CH:19]=[C:18]([F:23])[C:15]=1[CH2:16]Br>>[Cl:13][C:14]1[C:21]([F:22])=[CH:20][CH:19]=[C:18]([F:23])[C:15]=1[CH2:16][N:9]1[C:8](=[O:10])[CH2:7][NH:6][C:5]2[N:11]=[CH:12][C:2]([I:1])=[CH:3][C:4]1=2. Procedure details: 7-Iodo-3,4-dihydro-1H-pyrido[2,3-b]pyrazin-2-one (300 mg) was reacted with 2-chloro-3,6-difluorobenzyl bromide as in General Procedure 1. The title compound was obtained as an off white solid (63% yield). M.p. 237° C., LCMS: m/z=436.17 (M+H+), 1H-NMR (DMSO-d6, 400 MHz) δ 4.01 (s, 2H), 5.24 (s, 2H), 7.05 (d, J=1.5 Hz, 1H), 7.23-7.32 (m, 1H), 7.41-7.48 (m, 1H), 7.79 (d, J=1.5 Hz, 1H).